This data is from the Open Reaction Database (ORD), a public repository of structured organic reaction records. The task is: describe an organic reaction: reactants, conditions, products, and yield The reactants are [Al+3], COC(=O)c1c(C)nc(-c2ccccc2)nc1-c1cccc([N+](=O)[O-])c1, CCOCC, [H-], [H-], [H-], [H-], [Li+], C1CCOC1, O. Yields the product Cc1nc(-c2ccccc2)nc(-c2cccc([N+](=O)[O-])c2)c1CO. RXN SMILES: [Al+3:2].[CH3:12][c:13]1[c:14]([C:34](=[O:35])[O:36][CH3:37])[c:15](-[c:25]2[cH:26][c:27]([N+:31](=[O:32])[O-:33])[cH:28][cH:29][cH:30]2)[n:16][c:17](-[c:19]2[cH:20][cH:21][cH:22][cH:23][cH:24]2)[n:18]1.[CH3:7][CH2:8][O:9][CH2:10][CH3:11].[H-:1].[H-:4].[H-:5].[H-:6].[Li+:3].[O:39]1[CH2:40][CH2:41][CH2:42][CH2:43]1.[OH2:38]>>[CH3:12][c:13]1[c:14]([CH2:34][OH:35])[c:15](-[c:25]2[cH:26][c:27]([N+:31](=[O:32])[O-:33])[cH:28][cH:29][cH:30]2)[n:16][c:17](-[c:19]2[cH:20][cH:21][cH:22][cH:23][cH:24]2)[n:18]1. Starting materials: OC1=CC=C(C=C1)CCC1=C2C(=NC=C1)NN=C2O (4-[2-(4-Hydroxyphenyl)ethyl]-1H-pyrazolo[3,4-b]-pyridin-3-ol), O (water), C([O-])([O-])=O.[K+].[K+] (potassium carbonate), C(C(C)(C)C)(=O)O[C@H]1[C@H](O[C@@H]([C@H]([C@@H]1OC(C(C)(C)C)=O)OC(C(C)(C)C)=O)COC(C(C)(C)C)=O)Br (2,3,4,6-tetra-O-pivaloyl-α-D-glucopyranosyl bromide). Solvent: CN(C=O)C (N,N-dimethylformamide). Run at time 8 hour. The product is OC1=CC=C(C=C1)CCC1=C2C(=NC=C1)NN=C2O[C@H]2[C@H](OC(C(C)(C)C)=O)[C@@H](OC(C(C)(C)C)=O)[C@H](OC(C(C)(C)C)=O)[C@H](O2)COC(C(C)(C)C)=O (4-[2-(4-Hydroxyphenyl)ethyl]-3-(2,3,4,6-tetra-O-pivaloyl-β-D-glucopyranosyloxy)-1H-pyrazolo[3,4-b]pyridine). The yield is 22.0%. As a reaction SMILES: [OH:1][C:2]1[CH:7]=[CH:6][C:5]([CH2:8][CH2:9][C:10]2[CH:15]=[CH:14][N:13]=[C:12]3[NH:16][N:17]=[C:18]([OH:19])[C:11]=23)=[CH:4][CH:3]=1.C(=O)([O-])[O-].[K+].[K+].[C:26]([O:32][C@@H:33]1[C@@H:38]([O:39][C:40](=[O:45])[C:41]([CH3:44])([CH3:43])[CH3:42])[C@H:37]([O:46][C:47](=[O:52])[C:48]([CH3:51])([CH3:50])[CH3:49])[C@@H:36]([CH2:53][O:54][C:55](=[O:60])[C:56]([CH3:59])([CH3:58])[CH3:57])[O:35][C@@H:34]1Br)(=[O:31])[C:27]([CH3:30])([CH3:29])[CH3:28].O>CN(C)C=O>[OH:1][C:2]1[CH:7]=[CH:6][C:5]([CH2:8][CH2:9][C:10]2[CH:15]=[CH:14][N:13]=[C:12]3[NH:16][N:17]=[C:18]([O:19][C@@H:34]4[O:35][C@H:36]([CH2:53][O:54][C:55](=[O:60])[C:56]([CH3:59])([CH3:58])[CH3:57])[C@@H:37]([O:46][C:47](=[O:52])[C:48]([CH3:49])([CH3:50])[CH3:51])[C@H:38]([O:39][C:40](=[O:45])[C:41]([CH3:42])([CH3:43])[CH3:44])[C@H:33]4[O:32][C:26](=[O:31])[C:27]([CH3:30])([CH3:28])[CH3:29])[C:11]=23)=[CH:4][CH:3]=1 |f:1.2.3|. Procedure: 4-[2-(4-Hydroxyphenyl)ethyl]-1H-pyrazolo[3,4-b]-pyridin-3-ol (3.48 g) was stirred at 100° C. to be dissolved in N,N-dimethylformamide (55 mL). The solution was cooled to room temperature. To the solution were added potassium carbonate (3.77 g) and 2,3,4,6-tetra-O-pivaloyl-α-D-glucopyranosyl bromide (9.48 g), and the mixture was stirred at room temperature overnight. The reaction mixture was poured into water, and the resulting mixture was extracted with diethyl ether. The extract was washed with... The reactants are ClC=1C=C(C=CC1C)COC1=CC=NN1C1=NC=CC(=C1)C(=O)O (2-[5-[(3-chloro-4-methylphenyl)methoxy]pyrazol-1-yl]pyridine-4-carboxylic acid), C(C)#N.O (Acetonitrile Water). Yields the product ClC=1C=C(C=CC1C)COC1=CC=NN1C1=NC=CC(=C1)C(=O)OC (methyl 2-[5-[(3-chloro-4-methylphenyl)methoxy]pyrazol-1-yl]pyridine-4-carboxylate). Reaction SMILES: [Cl:1][C:2]1[CH:3]=[C:4]([CH2:9][O:10][C:11]2[N:15]([C:16]3[CH:21]=[C:20]([C:22]([OH:24])=[O:23])[CH:19]=[CH:18][N:17]=3)[N:14]=[CH:13][CH:12]=2)[CH:5]=[CH:6][C:7]=1[CH3:8].[C:25](#N)C.O>>[Cl:1][C:2]1[CH:3]=[C:4]([CH2:9][O:10][C:11]2[N:15]([C:16]3[CH:21]=[C:20]([C:22]([O:24][CH3:25])=[O:23])[CH:19]=[CH:18][N:17]=3)[N:14]=[CH:13][CH:12]=2)[CH:5]=[CH:6][C:7]=1[CH3:8] |f:1.2|. Procedure: The title compound was prepared from 2-[5-[(3-chloro-4-methylphenyl)methoxy]pyrazol-1-yl]pyridine-4-carboxylic acid (EXAMPLE 92) according to the procedure for the preparation of Example 62. 1H NMR (400 MHz, CDCl3): δ 2.38 (3H, s), 3.96 (3H, s), 5.18 (2H, s), 5.74 (1H, d, J=1.6 Hz), 7.21-7.26 (2H, m), 7.45 (1H, s), 7.58 (1H, d, J=2.0 Hz), 7.77-7.78 (1H, m), 8.33 (1H, s), 8.71 (1H, d, J=5.2 Hz). LCMS (mobile phase: 30%-95% Acetonitrile-Water-0.02% NH4Ac): purity is >95%, Rt=3.628 min. [M+H] Calc'... Reactants: COc1ccc(N(C)c2nc(CNC(=O)C(C)NC(=O)OC(C)(C)C)nc3ccccc23)cc1, CCN(C(C)C)C(C)C, CCN=C=NCCCN(C)C, CCOC(C)=O, COc1ccc(N(C)c2nc(CN)nc3ccccc23)cc1, CN(C)C=O. Product: COc1ccc(N(C)c2nc(CNC(=O)C(C)N)nc3ccccc23)cc1. Reaction SMILES: [C:1]([O:2][C:3](=[O:4])[NH:7][CH:8]([CH3:9])[C:10]([NH:11][CH2:12][c:13]1[n:14][c:15]2[cH:16][cH:17][cH:18][cH:19][c:20]2[c:21]([N:23]([CH3:24])[c:25]2[cH:26][cH:27][c:28]([O:31][CH3:32])[cH:29][cH:30]2)[n:22]1)=[O:33])([CH3:5])([CH3:6])[CH3:34].[CH2:68]([N:69]([CH:70]([CH3:71])[CH3:72])[CH:73]([CH3:74])[CH3:75])[CH3:76].[CH3:57][CH2:58][N:59]=[C:60]=[N:61][CH2:62][CH2:63][CH2:64][N:65]([CH3:66])[CH3:67].[CH3:82][CH2:83][O:84][C:85]([CH3:86])=[O:87].[NH2:35][CH2:36][c:37]1[n:38][c:39]([N:40]([c:41]2[cH:42][cH:43][c:44]([O:45][CH3:46])[cH:47][cH:48]2)[CH3:49])[c:50]2[c:51]([cH:52][cH:53][cH:54][cH:55]2)[n:56]1.[O:77]=[CH:78][N:79]([CH3:80])[CH3:81]>>[NH2:7][CH:8]([CH3:9])[C:10]([NH:11][CH2:12][c:13]1[n:14][c:15]2[cH:16][cH:17][cH:18][cH:19][c:20]2[c:21]([N:23]([CH3:24])[c:25]2[cH:26][cH:27][c:28]([O:31][CH3:32])[cH:29][cH:30]2)[n:22]1)=[O:33]. Reactants: OC1=C(C=C(CNC(OC(C)(C)C)=O)C=C1)OC (tert-butyl 4-hydroxy-3-methoxybenzylcarbamate), C([O-])([O-])=O.[K+].[K+] (potassium carbonate), Cl.ClCC=1C=CC(=NC1)C(F)F (5-(chloromethyl)-2-(difluoromethyl)pyridine hydrochloride). The solvent is O (water), C(C)#N (acetonitrile). Reaction conditions: time 3 hour. Product: FC(C1=CC=C(C=N1)COC1=C(C=C(CNC(OC(C)(C)C)=O)C=C1)OC)F (tert-butyl 4-((6-(difluoromethyl)pyridin-3-yl)methoxy)-3-methoxybenzylcarbamate). Yield: 105.7%. Reaction SMILES: [OH:1][C:2]1[CH:16]=[CH:15][C:5]([CH2:6][NH:7][C:8](=[O:14])[O:9][C:10]([CH3:13])([CH3:12])[CH3:11])=[CH:4][C:3]=1[O:17][CH3:18].C(=O)([O-])[O-].[K+].[K+].Cl.Cl[CH2:27][C:28]1[CH:29]=[CH:30][C:31]([CH:34]([F:36])[F:35])=[N:32][CH:33]=1>C(#N)C.O>[F:35][CH:34]([F:36])[C:31]1[N:32]=[CH:33][C:28]([CH2:27][O:1][C:2]2[CH:16]=[CH:15][C:5]([CH2:6][NH:7][C:8](=[O:14])[O:9][C:10]([CH3:13])([CH3:12])[CH3:11])=[CH:4][C:3]=2[O:17][CH3:18])=[CH:29][CH:30]=1 |f:1.2.3,4.5|. Procedure details: To a stirred solution of tert-butyl 4-hydroxy-3-methoxybenzylcarbamate (4.70 g, 18.56 mmol) and potassium carbonate (7.64 g, 55.28 mmol) in acetonitrile (50 mL) was added 5-(chloromethyl)-2-(difluoromethyl)pyridine hydrochloride (4.58 g, 21.40 mmol). The mixture was heated to reflux. After 3 h, the off-white suspension was allowed to cool to room temperature and was diluted with water (200 mL). The mixture was extracted with dichloromethane (3×75 mL). The combined organic phases were dried over ...